This data is from the Open Reaction Database (ORD), a public repository of structured organic reaction records. The task is: describe an organic reaction: reactants, conditions, products, and yield The reactants are FC(C(=O)NCC1CN(C1)C1=C(C=C2C(C(=CN(C2=C1F)C1CC1)C(=O)O)=O)F)(F)F (7-(3-trifluoroacetamidomethyl-1-azetidinyl)-1-cyclopropyl-6,8-difluoro-1,4-dihydro-4-oxo-3-quinolinecarboxylic acid), C(C)(=O)O (acetic acid). Run in [OH-].[Na+] (sodium hydroxide). The product is NCC1CN(C1)C1=C(C=C2C(C(=CN(C2=C1F)C1CC1)C(=O)O)=O)F (7-(3-aminomethyl-1-azetidinyl)-1-cyclopropyl-6,8-difluoro-1,4-dihydro-4-oxo-3-quinolinecarboxylic acid). Reaction SMILES: FC(F)(F)C([NH:5][CH2:6][CH:7]1[CH2:10][N:9]([C:11]2[C:20]([F:21])=[C:19]3[C:14]([C:15](=[O:28])[C:16]([C:25]([OH:27])=[O:26])=[CH:17][N:18]3[CH:22]3[CH2:24][CH2:23]3)=[CH:13][C:12]=2[F:29])[CH2:8]1)=O.C(O)(=O)C>[OH-].[Na+]>[NH2:5][CH2:6][CH:7]1[CH2:8][N:9]([C:11]2[C:20]([F:21])=[C:19]3[C:14]([C:15](=[O:28])[C:16]([C:25]([OH:27])=[O:26])=[CH:17][N:18]3[CH:22]3[CH2:24][CH2:23]3)=[CH:13][C:12]=2[F:29])[CH2:10]1 |f:2.3|. Reported procedure: A solution of 0.8 g (1.6 mmoles) of 7-(3-trifluoroacetamidomethyl-1-azetidinyl)-1-cyclopropyl-6,8-difluoro-1,4-dihydro-4-oxo-3-quinolinecarboxylic acid (example 9) in 30 ml of 1N sodium hydroxide is maintained at 80° C. for 3 hours, cooled and acidified with acetic acid. Filtering and washing yield 0.41 g (65%) of 7-(3-aminomethyl-1-azetidinyl)-1-cyclopropyl-6,8-difluoro-1,4-dihydro-4-oxo-3-quinolinecarboxylic acid melting at 190°-195° C. Yields the product C(C)(=O)C1=C(C(=C(OCC=2C(=C(C(=O)O)C=CC2)OCC)C=C1)CCC)O (3-[(4-acetyl-3-hydroxy-2-propylphenoxy)methyl]-2- ethoxybenzoic acid). Reaction SMILES: C([O:3][C:4](=[O:29])[C:5]1[CH:10]=[CH:9][CH:8]=[C:7]([CH2:11][O:12][C:13]2[CH:18]=[CH:17][C:16]([C:19](=[O:21])[CH3:20])=[C:15]([OH:22])[C:14]=2[CH2:23][CH2:24][CH3:25])[C:6]=1[O:26][CH2:27][CH3:28])C.[OH-].[Na+]>>[C:19]([C:16]1[CH:17]=[CH:18][C:13]([O:12][CH2:11][C:7]2[C:6]([O:26][CH2:27][CH3:28])=[C:5]([CH:10]=[CH:9][CH:8]=2)[C:4]([OH:29])=[O:3])=[C:14]([CH2:23][CH2:24][CH3:25])[C:15]=1[OH:22])(=[O:21])[CH3:20] |f:1.2|. Procedure details: 3[(4-Acetyl-3-hydroxy-2-propylphenoxy)methyl]-2-ethoxybenzoic acid ethyl ester was allowed to react with 1.0N sodium hydroxide according to the procedure of Example 70 and the product was purified by recrystallization from methanol to give 3-[(4-acetyl-3-hydroxy-2-propylphenoxy)methyl]-2- ethoxybenzoic acid, the title compound, m.p. 154°-156° in 85% yield. Starting materials: C(C)OC(C1=C(C(=CC=C1)COC1=C(C(=C(C=C1)C(C)=O)O)CCC)OCC)=O (3[(4-Acetyl-3-hydroxy-2-propylphenoxy)methyl]-2-ethoxybenzoic acid ethyl ester), [OH-].[Na+] (sodium hydroxide). Starting materials: CC(C)C(=O)Nc1cccc(C2CCN(CCC(O)c3ccc4c(c3)CCC4)CC2)c1, COc1ccc(O)cc1. Yields the product COc1ccc(OC(CCN2CCC(c3cccc(NC(=O)C(C)C)c3)CC2)c2ccc3c(c2)CCC3)cc1. RXN SMILES: [CH2:1]1[CH2:2][CH2:3][c:4]2[cH:5][c:6]([CH:10]([CH2:11][CH2:12][N:13]3[CH2:14][CH2:15][CH:16]([c:19]4[cH:20][c:21]([NH:25][C:26]([CH:27]([CH3:28])[CH3:29])=[O:30])[cH:22][cH:23][cH:24]4)[CH2:17][CH2:18]3)[OH:31])[cH:7][cH:8][c:9]21.[CH3:32][O:33][c:34]1[cH:35][cH:36][c:37]([OH:40])[cH:38][cH:39]1>>[CH2:1]1[CH2:2][CH2:3][c:4]2[cH:5][c:6]([CH:10]([CH2:11][CH2:12][N:13]3[CH2:14][CH2:15][CH:16]([c:19]4[cH:20][c:21]([NH:25][C:26]([CH:27]([CH3:28])[CH3:29])=[O:30])[cH:22][cH:23][cH:24]4)[CH2:17][CH2:18]3)[O:31][c:37]3[cH:36][cH:35][c:34]([O:33][CH3:32])[cH:39][cH:38]3)[cH:7][cH:8][c:9]21.